From a dataset of the Open Reaction Database (ORD), a public repository of structured organic reaction records. describe an organic reaction: reactants, conditions, products, and yield Starting materials: [BH4-], CC(C)=CCCC(C)=CCOc1ccc([N+](=O)[O-])cc1, CC(C)=O, [Na+], [Na+], [OH-], O. Yields the product CC(=CCOc1ccc([N+](=O)[O-])cc1)CCCC(C)(C)O. As a reaction SMILES: [BH4-:23].[CH2:1]([CH:2]=[C:3]([CH3:4])[CH2:5][CH2:6][CH:7]=[C:8]([CH3:9])[CH3:10])[O:11][c:12]1[cH:13][cH:14][c:15]([N+:18](=[O:19])[O-:20])[cH:16][cH:17]1.[CH3:25][C:26]([CH3:27])=[O:28].[Na+:22].[Na+:24].[OH-:21].[OH2:29]>>[CH2:1]([CH:2]=[C:3]([CH3:4])[CH2:5][CH2:6][CH2:7][C:8]([CH3:9])([CH3:10])[OH:28])[O:11][c:12]1[cH:13][cH:14][c:15]([N+:18](=[O:19])[O-:20])[cH:16][cH:17]1. Starting materials: Cl.C1(=CC=CC=C1)C=1OCC(N1)(C)C (2-phenyl-4,4-dimethyl-1,3-oxazoline hydrochloride), O (water). Solvent: O1CCCC1 (tetrahydrofuran), Cl (hydrogen chloride). Reaction conditions: time 1 hour. Yields the product Cl.C(C1=CC=CC=C1)(=O)OCC(C)(C)N (2 -amino-2-methyl-1-propyl benzoate hydrochloride). RXN SMILES: [ClH:1].[C:2]1([C:8]2[O:9][CH2:10][C:11]([CH3:14])([CH3:13])[N:12]=2)[CH:7]=[CH:6][CH:5]=[CH:4][CH:3]=1.[OH2:15]>Cl.O1CCCC1>[ClH:1].[C:8]([O:9][CH2:10][C:11]([NH2:12])([CH3:14])[CH3:13])(=[O:15])[C:2]1[CH:7]=[CH:6][CH:5]=[CH:4][CH:3]=1 |f:0.1,5.6|. Reported procedure: To 8.7 g (0.041 mol) 2-phenyl-4,4-dimethyl-1,3-oxazoline hydrochloride suspended in 120 ml anhydrous hydrogen chloride in tetrahydrofuran (1M) was added 3.6 ml (0.20 mol) water. The mixture was warmed to cause solution and heated under reflux with stirring for 1 hour. The tetrahydrofuran was removed under reduced pressure to afford a nearly colorless oil which crystallized at 0° following the addition of anhydrous ether. The solid was triturated with anhydrous ether overnight and isolated by fil... Starting materials: C1CC(=O)N(C1=O)Br (NBS), FC(OC1=C(C=C(C=C1)S(=O)(=O)C)C)F (2-difluoromethoxy-5-methanesulfonyltoluene), C(C1=CC=CC=C1)(=O)OOC(C1=CC=CC=C1)=O (benzoyl peroxide). Run in C(Cl)(Cl)(Cl)Cl (CCl4). Yields the product FC(OC1=C(CBr)C=C(C=C1)S(=O)(=O)C)F (2-difluoromethoxy-5-methanesulfonylbenzyl bromide). Reaction SMILES: [F:1][CH:2]([F:15])[O:3][C:4]1[CH:9]=[CH:8][C:7]([S:10]([CH3:13])(=[O:12])=[O:11])=[CH:6][C:5]=1[CH3:14].C1C(=O)N([Br:23])C(=O)C1.C(OOC(=O)C1C=CC=CC=1)(=O)C1C=CC=CC=1>C(Cl)(Cl)(Cl)Cl>[F:15][CH:2]([F:1])[O:3][C:4]1[CH:9]=[CH:8][C:7]([S:10]([CH3:13])(=[O:12])=[O:11])=[CH:6][C:5]=1[CH2:14][Br:23]. Procedure: To a solution of sulfone 15 from above (0.92 g) dissolved in CCl4 (20 mL) was added NBS (0.83 g) and a catalytic amount of benzoyl peroxide and the resulting mixture was irradiated with a sum lamp under reflux for 4 hours. After cooling to room temperature, the solid was filtered off and the filtrate was concentrated. The crude product was purified by silica gel chromatography. Eluting with ethyl acetate/hexanes (1:5) furnished 2-difluoromethoxy-5-methanesulfonylbenzyl bromide. Starting materials: C(C=C)OC(=O)O[C@H](C)[C@@H]1[C@@H]2N(C(=C([C@@H]2C)CO)C(=O)OCC=C)C1=O (allyl (1S,5R,6S)-6-[(1R)-1-allyloxycarbonyloxyethyl]-2-hydroxymethyl-1-methyl-1-carbapen-2-em-3-carboxylate), C(C)(=O)OCC1=CN2C(S1)=CN=C2 (2-acetoxymethylimidazo[5,1-b]thiazole). Product: O[C@H](C)[C@@H]1[C@@H]2N(C(=C([C@@H]2C)CN2C=[N+]3C(SC(=C3)COC(C)=O)=C2)C(=O)[O-])C1=O ((1S,5R,6S)-6-[(1R)-1-hydroxyethyl]-2-(2-acetoxymethylimidazo[5,1-b]thiazolium-6-yl)methyl-1-methyl-1-carbapen-2-em-3-carboxylate). The yield is 13.0%. As a reaction SMILES: C(OC([O:7][C@@H:8]([C@H:10]1[C:25](=[O:26])[N:12]2[C:13]([C:19]([O:21]CC=C)=[O:20])=[C:14]([CH2:17]O)[C@H:15]([CH3:16])[C@H:11]12)[CH3:9])=O)C=C.[C:27]([O:30][CH2:31][C:32]1[S:36][C:35]2=[CH:37][N:38]=[CH:39][N:34]2[CH:33]=1)(=[O:29])[CH3:28]>>[OH:7][C@@H:8]([C@H:10]1[C:25](=[O:26])[N:12]2[C:13]([C:19]([O-:21])=[O:20])=[C:14]([CH2:17][N:38]3[CH:37]=[C:35]4[S:36][C:32]([CH2:31][O:30][C:27](=[O:29])[CH3:28])=[CH:33][N+:34]4=[CH:39]3)[C@H:15]([CH3:16])[C@H:11]12)[CH3:9]. Procedure: The same procedure as in Example 1 was repeated except that 120 mg of allyl (1S,5R,6S)-6-[(1R)-1-allyloxycarbonyloxyethyl]-2-hydroxymethyl-1-methyl-1-carbapen-2-em-3-carboxylate and 97 mg of 2-acetoxymethylimidazo[5,1-b]thiazole were used, thereby obtaining 17.9 mg of the title compound. Product: CC1=C(OCC(=O)O)C=CC(=C1)SC1=CC(=CC(=C1)C#CCC1=CC=CC=C1)OCCCN1CCOCC1 ({2-Methyl-4-[3-(3-morpholin-4-yl-propoxy)-5-(3-phenyl-prop-1-ynyl)phenylsulfanyl]-phenoxy}-acetic Acid). RXN SMILES: C([O:3][C:4](=[O:40])[CH2:5][O:6][C:7]1[CH:12]=[CH:11][C:10]([S:13][C:14]2[CH:19]=[C:18]([C:20]#[C:21][CH2:22][C:23]3[CH:28]=[CH:27][CH:26]=[CH:25][CH:24]=3)[CH:17]=[C:16]([O:29][CH2:30][CH2:31][CH2:32][N:33]3[CH2:38][CH2:37][O:36][CH2:35][CH2:34]3)[CH:15]=2)=[CH:9][C:8]=1[CH3:39])C.[OH-].[Na+].Cl>C(O)C>[CH3:39][C:8]1[CH:9]=[C:10]([S:13][C:14]2[CH:19]=[C:18]([C:20]#[C:21][CH2:22][C:23]3[CH:28]=[CH:27][CH:26]=[CH:25][CH:24]=3)[CH:17]=[C:16]([O:29][CH2:30][CH2:31][CH2:32][N:33]3[CH2:34][CH2:35][O:36][CH2:37][CH2:38]3)[CH:15]=2)[CH:11]=[CH:12][C:7]=1[O:6][CH2:5][C:4]([OH:40])=[O:3] |f:1.2|. The reactants are [OH-].[Na+] (sodium hydroxide), C(C)OC(COC1=C(C=C(C=C1)SC1=CC(=CC(=C1)C#CCC1=CC=CC=C1)OCCCN1CCOCC1)C)=O ({2-Methyl-4-[3-(3-morpholin-4-yl-propoxy)-5-(3-phenyl-prop-1-ynyl)-phenylsulfanyl]-phenoxy}-acetic acid ethyl ester), Cl (hydrochloric acid). Procedure details: {2-Methyl-4-[3-(3-morpholin-4-yl-propoxy)-5-(3-phenyl-prop-1-ynyl)-phenylsulfanyl]-phenoxy}-acetic acid ethyl ester (200 mg; 0.36 mmol) was dissolved in ethanol (20 mL), and aqueous 1 N sodium hydroxide (3 mL) was added. The reaction mixture was stirred for 1 h, acidified with 1 N aqueous hydrochloric acid, and extracted with ethyl acetate. The organic phase was dried and evaporated to dryness. Yield: 150 mg. HPLC-MS: m/z: 532.1 (M+); Rt: 1.87 min. Solvent: C(C)O (ethanol). Run at time 1 hour. Starting materials: COCN1C(=CC2=CC=CC(=C12)N(S(=O)(=O)C1=CC=C(C=C1)[N+](=O)[O-])C)C(=O)OCC (ethyl 1-(methoxymethyl)-7-{methyl[(4-nitrophenyl)sulfonyl]amino}-1H-indole-2-carboxylate), Cl (hydrochloric acid). Run in C(C)O (ethanol). Conditions: temperature 70 celsius, time 12 hour. Yields the product CNC=1C=CC=C2C=C(NC12)C(=O)OCC (Ethyl 7-(methylamino)-1H-indole-2-carboxylate). Yield: 26.0%. Reaction SMILES: COC[N:4]1[C:12]2[C:7](=[CH:8][CH:9]=[CH:10][C:11]=2[N:13]([CH3:26])S(C2C=CC([N+]([O-])=O)=CC=2)(=O)=O)[CH:6]=[C:5]1[C:27]([O:29][CH2:30][CH3:31])=[O:28].Cl>C(O)C>[CH3:26][NH:13][C:11]1[CH:10]=[CH:9][CH:8]=[C:7]2[C:12]=1[NH:4][C:5]([C:27]([O:29][CH2:30][CH3:31])=[O:28])=[CH:6]2. Reported procedure: To a solution of ethyl 1-(methoxymethyl)-7-{methyl[(4-nitrophenyl)sulfonyl]amino}-1H-indole-2-carboxylate (1.42 g) in ethanol (10 mL) was added 6N hydrochloric acid (10 mL), and the mixture was stirred at 70° C. for 12 hr. The reaction mixture was concentrated, water was added, and the mixture was extracted with ethyl acetate. The ethyl acetate layer was washed with saturated brine, dried (MgSO4) and concentrated. The obtained residue was dissolved in N,N-dimethylformamide (8 mL), lithium hydrox... Starting materials: NC(C#N)(CN1N=C2C=C(C=C(C2=C1)Cl)Cl)C (2-amino-3-(4,6-dichloro-2H-indazol-2-yl)-2-methylpropionitrile), FC(C1=CC=C(C(=S)Cl)C=C1)(F)F (4-trifluoromethylthiobenzoyl chloride). The product is C(#N)C(CN1N=C2C=C(C=C(C2=C1)Cl)Cl)(C)NC(C1=CC=C(C=C1)C(F)(F)F)=S (N-[1-Cyano-2-(4,6-dichloro-2H-indazol-2-yl)-1-methylethyl]-4-trifluoromethylthiobenzamide), solid. The yield is 97.0%. As a reaction SMILES: [NH2:1][C:2]([CH3:17])([CH2:5][N:6]1[CH:14]=[C:13]2[C:8]([CH:9]=[C:10]([Cl:16])[CH:11]=[C:12]2[Cl:15])=[N:7]1)[C:3]#[N:4].[F:18][C:19]([F:30])([F:29])[C:20]1[CH:28]=[CH:27][C:23]([C:24](Cl)=[S:25])=[CH:22][CH:21]=1>>[C:3]([C:2]([NH:1][C:24](=[S:25])[C:23]1[CH:22]=[CH:21][C:20]([C:19]([F:18])([F:29])[F:30])=[CH:28][CH:27]=1)([CH3:17])[CH2:5][N:6]1[CH:14]=[C:13]2[C:8]([CH:9]=[C:10]([Cl:16])[CH:11]=[C:12]2[Cl:15])=[N:7]1)#[N:4]. Procedure details: Using a procedure similar to that described in Example 1, except using 2-amino-3-(4,6-dichloro-2H-indazol-2-yl)-2-methylpropionitrile (20 mg, described in Example 134) and 4-trifluoromethylthiobenzoyl chloride, the title compound was isolated as a white solid (34 mg, 97%). MS (ES): M/Z [M+H]=473. 1H NMR: (400 MHz, CHLOROFORM-d): 1.96 (s, 3H), 4.82 (d, 1H), 4.93 (d, 1H), 7.15 (d, J=0.9 Hz, 1H), 7.60 (s, 1H), 7.79 (d, 2H), 7.88 (d, 2H), 8.22 (s, 1H) and 8.32 (s, 1H). 19F NMR (376 MHz, CHLOROFORM-d...